From a dataset of the Open Reaction Database (ORD), a public repository of structured organic reaction records. describe an organic reaction: reactants, conditions, products, and yield Reactants: BrC=1C=CC(=C(C=NO)C1)OCC=C (5-bromo-2-allyloxybenzaldoxime), Cl[O-].[Na+] (sodium hypochlorite). The product is BrC=1C=CC(=C(C#[N+][O-])C1)OCC=C (5-bromo-2-allyloxybenzonitrile oxide). As a reaction SMILES: [Br:1][C:2]1[CH:3]=[CH:4][C:5]([O:11][CH2:12][CH:13]=[CH2:14])=[C:6]([CH:10]=1)[CH:7]=[N:8][OH:9].Cl[O-].[Na+]>>[Br:1][C:2]1[CH:3]=[CH:4][C:5]([O:11][CH2:12][CH:13]=[CH2:14])=[C:6]([CH:10]=1)[C:7]#[N+:8][O-:9] |f:1.2|. Procedure: The oxidation of 5-bromo-2-allyloxybenzaldoxime using sodium hypochlorite solution to give 5-bromo-2-allyloxybenzonitrile oxide and the subsequent 1,3-dipolar cycloaddition were carried out in a static micromixer (Technical University of Ilmenau, Faculty of Machine Construction, Dr. Norbert Schwesinger, Postfach 100565, D-98684 Ilmenau) having a physical size of 40 mm×25 mm×1 mm with a total of 11 mixing stages each with a volume of 0.125 μl. The total pressure loss was about 1000 Pa. Reactants: NC1=C(C=CC(=C1)S(=O)(=O)C1=CC=CC=C1)S(=O)(=O)N (2-amino-4-(benzenesulfonyl)benzenesulfonamide), C(=O)(Cl)Cl (phosgene), C(C)(C)N=C=S (isopropyl isothiocyanate), NC1=C(C=CC(=C1)S(=O)(=O)C1=CC=CC=C1)S(=O)(=O)NC(=S)NC(C)C (N-(2-amino-4-(benzenesulfonyl)benzenesulfonyl)-N′-isopropylthiourea). Product: C(C)(C)NC1=NS(C2=C(N1)C=C(C=C2)S(=O)(=O)C2=CC=CC=C2)(=O)=O (3-Isopropylamino-6-benzenesulfonyl-4H-1,2,4-benzothiadiazine 1,1-dioxide). As a reaction SMILES: NC1C=C(S(C2C=CC=CC=2)(=O)=O)C=CC=1S(N)(=O)=O.C(N=C=S)(C)C.[NH2:27][C:28]1[CH:33]=[C:32]([S:34]([C:37]2[CH:42]=[CH:41][CH:40]=[CH:39][CH:38]=2)(=[O:36])=[O:35])[CH:31]=[CH:30][C:29]=1[S:43]([NH:46][C:47]([NH:49][CH:50]([CH3:52])[CH3:51])=S)(=[O:45])=[O:44].C(Cl)(Cl)=O>>[CH:50]([NH:49][C:47]1[NH:27][C:28]2[CH:33]=[C:32]([S:34]([C:37]3[CH:38]=[CH:39][CH:40]=[CH:41][CH:42]=3)(=[O:35])=[O:36])[CH:31]=[CH:30][C:29]=2[S:43](=[O:44])(=[O:45])[N:46]=1)([CH3:52])[CH3:51]. Procedure: Starting from 2-amino-4-(benzenesulfonyl)benzenesulfonamide and isopropyl isothiocyanate, and following a procedure analogous to the one described in Example 4a, N-(2-amino-4-(benzenesulfonyl)benzenesulfonyl)-N′-isopropylthiourea was prepared; m.p. 178-180° C. Subsequent ring closure with phosgene by a procedure analogous to the one described in Example 4b gave the title compound, m.p. 308-310° C. RXN SMILES: [Br:1][c:2]1[c:3]([CH:4]=[O:5])[c:6]([OH:10])[cH:7][cH:8][cH:9]1.[C:27](=[O:28])([O-:29])[O-:30].[CH2:21]([CH2:22][O:23][CH3:24])[O:25][CH3:26].[CH3:117][CH2:118][OH:119].[CH3:33][CH2:34][O:35][C:36](=[O:37])[CH3:38].[Cl:11][c:12]1[cH:13][cH:14][c:15]([B:18]([OH:19])[OH:20])[cH:16][cH:17]1.[Na+:31].[Na+:32].[OH2:116].[cH:39]1[cH:40][cH:41][c:42]([P:43]([Pd:44]([P:45]([c:46]2[cH:47][cH:48][cH:49][cH:50][cH:51]2)([c:52]2[cH:53][cH:54][cH:55][cH:56][cH:57]2)[c:58]2[cH:59][cH:60][cH:61][cH:62][cH:63]2)([P:64]([c:65]2[cH:66][cH:67][cH:68][cH:69][cH:70]2)([c:71]2[cH:72][cH:73][cH:74][cH:75][cH:76]2)[c:77]2[cH:78][cH:79][cH:80][cH:81][cH:82]2)[P:83]([c:84]2[cH:85][cH:86][cH:87][cH:88][cH:89]2)([c:90]2[cH:91][cH:92][cH:93][cH:94][cH:95]2)[c:96]2[cH:97][cH:98][cH:99][cH:100][cH:101]2)([c:102]2[cH:103][cH:104][cH:105][cH:106][cH:107]2)[c:108]2[cH:109][cH:110][cH:111][cH:112][cH:113]2)[cH:114][cH:115]1>>[c:2]1(-[c:15]2[cH:14][cH:13][c:12]([Cl:11])[cH:17][cH:16]2)[c:3]([CH:4]=[O:5])[c:6]([OH:10])[cH:7][cH:8][cH:9]1. Reactants: O=Cc1c(O)cccc1Br, O=C([O-])[O-], COCCOC, CCO, CCOC(C)=O, OB(O)c1ccc(Cl)cc1, [Na+], [Na+], O, c1ccc(P(c2ccccc2)(c2ccccc2)[Pd](P(c2ccccc2)(c2ccccc2)c2ccccc2)(P(c2ccccc2)(c2ccccc2)c2ccccc2)P(c2ccccc2)(c2ccccc2)c2ccccc2)cc1. Product: O=Cc1c(O)cccc1-c1ccc(Cl)cc1.